Dataset: the Open Reaction Database (ORD), a public repository of structured organic reaction records. Task: describe an organic reaction: reactants, conditions, products, and yield The reactants are C(C1=CC=CC=C1)=C1C(NC(C(N1)=O)=CC1=NC=C(C=C1)OCC1=CC=NC=C1)=O (3-benzylidene-6-((5-(pyridin-4-ylmethoxy)pyridin-2-yl)methylene)piperazine-2,5-dione), CS(=O)(=O)O (methane sulfonic acid). The solvent is CN(C)C=O (DMF). Product: CS(=O)(=O)O.C(C1=CC=CC=C1)=C1C(NC(C(N1)=O)=CC1=NC=C(C=C1)OCC1=CC=NC=C1)=O (3-benzylidene-6-((5-(pyridin-4-ylmethoxy)pyridin-2-yl)methylene)piperazine-2,5-dione methanesulfonic acid salt). Reaction SMILES: [CH:1](=[C:8]1[NH:13][C:12](=[O:14])[C:11](=[CH:15][C:16]2[CH:21]=[CH:20][C:19]([O:22][CH2:23][C:24]3[CH:29]=[CH:28][N:27]=[CH:26][CH:25]=3)=[CH:18][N:17]=2)[NH:10][C:9]1=[O:30])[C:2]1[CH:7]=[CH:6][CH:5]=[CH:4][CH:3]=1.[CH3:31][S:32]([OH:35])(=[O:34])=[O:33]>CN(C=O)C>[CH3:31][S:32]([OH:35])(=[O:34])=[O:33].[CH:1](=[C:8]1[NH:13][C:12](=[O:14])[C:11](=[CH:15][C:16]2[CH:21]=[CH:20][C:19]([O:22][CH2:23][C:24]3[CH:29]=[CH:28][N:27]=[CH:26][CH:25]=3)=[CH:18][N:17]=2)[NH:10][C:9]1=[O:30])[C:2]1[CH:3]=[CH:4][CH:5]=[CH:6][CH:7]=1 |f:3.4|. Procedure: Compound 1 was co-precipitated with equal mole of methane sulfonic acid in DMF to get yellow powder as salt product Compound 2. mp 278° C.; 1H-NMR (400 MHz, DMSO): δ 2.31 (s, 3H), 5.52 (s, 2H), 6.73 (s, 1H), 6.80 (s, 1H), 7.30-8.80 (m, 12H), 10.28 (s, 1H), 12.29 (s, 1H). The reactants are C(=O)(O)C=1C=CC2=C(CC3=C(NC(NC3=O)=S)O2)C1 (7-carboxy-(1H,3H,5H)-(1)-benzopyrano-(2,3-d)-pyrimidine-4-one-2-thione), C(C)O (ethanol). Run in Cl (HCl). Yields the product C(C)OC(=O)C=1C=CC2=C(CC3=C(NC(NC3=O)=S)O2)C1 (7-ethoxycarbonyl(1H,3H,5H)-(1)-benzopyrano-(2,3-d)-pyrimidine-4-one-2-thione). Reaction SMILES: [C:1]([C:4]1[CH:5]=[CH:6][C:7]2[O:18][C:11]3[NH:12][C:13](=[S:17])[NH:14][C:15](=[O:16])[C:10]=3[CH2:9][C:8]=2[CH:19]=1)([OH:3])=[O:2].[CH2:20](O)[CH3:21]>Cl>[CH2:20]([O:2][C:1]([C:4]1[CH:5]=[CH:6][C:7]2[O:18][C:11]3[NH:12][C:13](=[S:17])[NH:14][C:15](=[O:16])[C:10]=3[CH2:9][C:8]=2[CH:19]=1)=[O:3])[CH3:21]. Procedure: Suspend 7-carboxy-(1H,3H,5H)-(1)-benzopyrano-(2,3-d)-pyrimidine-4-one-2-thione (5 g.) in ethanol and pass in HCl gas until saturated. Reflux the mixture for 24 hours then cool, filter and wash with ethanol and ether to yield 7-ethoxycarbonyl(1H,3H,5H)-(1)-benzopyrano-(2,3-d)-pyrimidine-4-one-2-thione.